Dataset: the Open Reaction Database (ORD), a public repository of structured organic reaction records. Task: describe an organic reaction: reactants, conditions, products, and yield Starting materials: COC(NC(C(C)C)C(=O)N1C(CCC1)C=1NC(=CN1)C1=CC2=CC=C(C=C2C=C1)Br)=O ((1-{2-[5-(6-Bromo-naphthalen-2-yl)-1H-imidazol-2-yl]-pyrrolidine-1-carbonyl}-2-methyl-propyl)-carbamic acid methyl ester), C(C)(C)(C)OC(=O)N1C(CCC1)C=1NC(=CN1)C1=CC2=CC=C(C=C2C=C1)Br (2-[5-(6-Bromo-naphthalen-2-yl)-1H-imidazol-2-yl]-pyrrolidine-1-carboxylic acid tert-butyl ester), COC(=O)NC(C(=O)O)C1CCOCC1 (Methoxycarbonylamino-(tetrahydro-pyran-4-yl)-acetic acid). Yields the product COC(NC(C(=O)N1C(CCC1)C=1NC(=CN1)C1=CC2=CC=C(C=C2C=C1)Br)C1CCOCC1)=O ([2-{2-[5-(6-Bromo-naphthalen-2-yl)-1H-imidazol-2-yl]-pyrrolidin-1-yl}-2-oxo-1-(tetrahydro-pyran-4-yl)-ethyl]-carbamic acid methyl ester). Isolated yield 43.0%. RXN SMILES: [CH3:1][O:2][C:3](=[O:32])[NH:4][CH:5]([C:9]([N:11]1[CH2:15][CH2:14][CH2:13][CH:12]1[C:16]1[NH:17][C:18]([C:21]2[CH:30]=[CH:29][C:28]3[C:23](=[CH:24][CH:25]=[C:26]([Br:31])[CH:27]=3)[CH:22]=2)=[CH:19][N:20]=1)=[O:10])[CH:6]([CH3:8])[CH3:7].[C:33]([O:37][C:38](N1CCCC1C1NC(C2C=CC3C(=CC=C(Br)C=3)C=2)=CN=1)=O)(C)(C)C.COC(NC(C1CCOCC1)C(O)=O)=O>>[CH3:1][O:2][C:3](=[O:32])[NH:4][CH:5]([CH:6]1[CH2:8][CH2:38][O:37][CH2:33][CH2:7]1)[C:9]([N:11]1[CH2:15][CH2:14][CH2:13][CH:12]1[C:16]1[NH:17][C:18]([C:21]2[CH:30]=[CH:29][C:28]3[C:23](=[CH:24][CH:25]=[C:26]([Br:31])[CH:27]=3)[CH:22]=2)=[CH:19][N:20]=1)=[O:10]. Procedure: This compound was synthesized using the same procedure used to synthesize (1-{2-[5-(6-Bromo-naphthalen-2-yl)-1H-imidazol-2-yl]-pyrrolidine-1-carbonyl}-2-methyl-propyl)-carbamic acid methyl ester from 2-[5-(6-Bromo-naphthalen-2-yl)-1H-imidazol-2-yl]-pyrrolidine-1-carboxylic acid tert-butyl ester (0.469 g, 1.13 mmol) using Methoxycarbonylamino-(tetrahydro-pyran-4-yl)-acetic acid (0.295 g, 1.356 mmol). [2-{2-[5-(6-Bromo-naphthalen-2-yl)-1H-imidazol-2-yl]-pyrrolidin-1-yl}-2-oxo-1-(tetrahydro-pyran-4... The reactants are CCOC(=O)CN(CCCc1cccc(Br)n1)C(=O)OC(C)(C)C, ClCCCl, CNOC, CCO, ClC(Cl)Cl, Cl, Cl, [Na+], [OH-], On1nnc2ccccc21. Yields the product CON(C)C(=O)CN(CCCc1cccc(Br)n1)C(=O)OC(C)(C)C. As a reaction SMILES: [CH2:1]([O:2][C:4]([CH2:5][N:6]([C:7](=[O:8])[O:9][C:10]([CH3:11])([CH3:12])[CH3:13])[CH2:14][CH2:15][CH2:16][c:17]1[n:18][c:19]([Br:23])[cH:20][cH:21][cH:22]1)=[O:24])[CH3:3].[CH2:43]([Cl:44])[CH2:45][Cl:46].[CH3:29][NH:30][O:31][CH3:32].[CH3:47][CH2:48][OH:49].[CH:50]([Cl:51])([Cl:52])[Cl:53].[ClH:27].[ClH:28].[Na+:26].[OH-:25].[OH:33][n:34]1[c:35]2[c:36]([cH:37][cH:38][cH:39][cH:40]2)[n:41][n:42]1>>[C:4]([CH2:5][N:6]([C:7](=[O:8])[O:9][C:10]([CH3:11])([CH3:12])[CH3:13])[CH2:14][CH2:15][CH2:16][c:17]1[n:18][c:19]([Br:23])[cH:20][cH:21][cH:22]1)(=[O:24])[N:30]([CH3:29])[O:31][CH3:32]. Reactants: N[C@@H](CC(C)C)C(=O)O (L-(+)-Leucine), Cl (HCl), NC(=O)N (urea). The solvent is [N+](=O)(O)[O-] (HNO3). Reaction conditions: temperature 80 celsius. The product is Cl[C@H](C(=O)O)CC(C)C ((S)-2-Chloro-4-methyl-pentanoic acid). RXN SMILES: N[C@H:2]([C:7]([OH:9])=[O:8])[CH2:3][CH:4]([CH3:6])[CH3:5].[ClH:10].NC(N)=O>[N+]([O-])(O)=O>[Cl:10][C@@H:2]([CH2:3][CH:4]([CH3:6])[CH3:5])[C:7]([OH:9])=[O:8]. Procedure: L-(+)-Leucine (10 g, 0.076 moles) is mixed with 24 mL of concentrated HCl and 10 mL of concentrated HNO3 with the addition of 2 g of urea and subsequently heated for 1 hour at 80° C. and then for 1 hour at 50° C. on a water bath (complete dissolution of the acid with heavy foaming). After cooling, the solution is extracted with ether several times, the ether extract is washed with water and dried over calcium chloride, the solvent is distilled off in a rotary evaporator and the residue is fracti... Reactants: CCCCc1nc(Br)c(C=O)[nH]1, O=C([O-])[O-], COC(=O)c1ccc(CBr)c(F)c1F, [K+], [K+], CN(C)C=O, O. Yields the product CCCCc1nc(Br)c(C=O)n1Cc1ccc(C(=O)OC)c(F)c1F. RXN SMILES: [Br:15][c:16]1[c:17]([CH:25]=[O:26])[nH:18][c:19]([CH2:21][CH2:22][CH2:23][CH3:24])[n:20]1.[C:27](=[O:28])([O-:29])[O-:30].[CH3:1][O:2][C:3]([c:4]1[c:5]([F:13])[c:6]([F:12])[c:7]([CH2:10][Br:11])[cH:8][cH:9]1)=[O:14].[K+:31].[K+:32].[O:33]=[CH:34][N:35]([CH3:36])[CH3:37].[OH2:38]>>[CH3:1][O:2][C:3]([c:4]1[c:5]([F:13])[c:6]([F:12])[c:7]([CH2:10][n:18]2[c:17]([CH:25]=[O:26])[c:16]([Br:15])[n:20][c:19]2[CH2:21][CH2:22][CH2:23][CH3:24])[cH:8][cH:9]1)=[O:14]. The yield is 79.0%. Yields the product FC(C=1C=C(C(=O)N2C(CN(CC2)CCN2[C@@H](COCC2)COC)CC2=CC(=C(C=C2)C)OCOCCOC)C=C(C1)C(F)(F)F)(F)F (1-[3,5-bis(trifluoromethyl)benzoyl]-2-[3-[(2-methoxyethoxy)-methoxy]-4-methylbenzyl]-4-[2-[(3R)-3-methoxymethyl-morpholino]ethyl]piperazine). Starting materials: FC(C=1C=C(C(=O)N2C(CNCC2)CC2=CC(=C(C=C2)C)OCOCCOC)C=C(C1)C(F)(F)F)(F)F (1-[3,5-bis(trifluoromethyl)benzoyl]-2-[3-[(2-methoxyethoxy)methoxy]-4-methylbenzyl]piperazine), Cl.ClCCN1[C@@H](COCC1)COC ((3R)-4-(2-chloroethyl)-3-(methoxymethyl)morpholine hydrochloride), C([O-])([O-])=O.[K+].[K+] (potassium carbonate), [I-].[K+] (potassium iodide), ice water, C(O)([O-])=O.[Na+] (sodium hydrogen carbonate). Run at temperature 73 celsius, time 2 hour. Solvent: CN(C=O)C (N,N-dimethylformamide). Reported procedure: To a solution of 1-[3,5-bis(trifluoromethyl)benzoyl]-2-[3-[(2-methoxyethoxy)methoxy]-4-methylbenzyl]piperazine (440 mg) in N,N-dimethylformamide (2.2 ml) were added (3R)-4-(2-chloroethyl)-3-(methoxymethyl)morpholine hydrochloride (289 mg), potassium carbonate (434 mg) and potassium iodide (149 mg) at room temperature. The whole was stirred at 73° C. for 2 hours. After being cooled to room temperature, the mixture was poured into ice-water and the aqueous mixture was made alkaline with saturated ... As a reaction SMILES: [F:1][C:2]([F:37])([F:36])[C:3]1[CH:4]=[C:5]([CH:29]=[C:30]([C:32]([F:35])([F:34])[F:33])[CH:31]=1)[C:6]([N:8]1[CH2:13][CH2:12][NH:11][CH2:10][CH:9]1[CH2:14][C:15]1[CH:20]=[CH:19][C:18]([CH3:21])=[C:17]([O:22][CH2:23][O:24][CH2:25][CH2:26][O:27][CH3:28])[CH:16]=1)=[O:7].Cl.Cl[CH2:40][CH2:41][N:42]1[CH2:47][CH2:46][O:45][CH2:44][C@H:43]1[CH2:48][O:49][CH3:50].C(=O)([O-])[O-].[K+].[K+].[I-].[K+].C(=O)([O-])O.[Na+]>CN(C)C=O>[F:37][C:2]([F:1])([F:36])[C:3]1[CH:4]=[C:5]([CH:29]=[C:30]([C:32]([F:33])([F:34])[F:35])[CH:31]=1)[C:6]([N:8]1[CH2:13][CH2:12][N:11]([CH2:40][CH2:41][N:42]2[CH2:47][CH2:46][O:45][CH2:44][C@H:43]2[CH2:48][O:49][CH3:50])[CH2:10][CH:9]1[CH2:14][C:15]1[CH:20]=[CH:19][C:18]([CH3:21])=[C:17]([O:22][CH2:23][O:24][CH2:25][CH2:26][O:27][CH3:28])[CH:16]=1)=[O:7] |f:1.2,3.4.5,6.7,8.9|. Starting materials: OC1(c2ccc(F)cc2)CCC2CN(Cc3ccccc3)CCC2C1, O=C[O-], [NH4+]. RXN SMILES: [CH2:1]([c:2]1[cH:3][cH:4][cH:5][cH:6][cH:7]1)[N:8]1[CH2:9][CH:10]2[CH2:11][CH2:12][C:13]([OH:18])([c:19]3[cH:20][cH:21][c:22]([F:25])[cH:23][cH:24]3)[CH2:14][CH:15]2[CH2:16][CH2:17]1.[CH:26]([O-:27])=[O:28].[NH4+:29]>>[NH:8]1[CH2:9][CH:10]2[CH2:11][CH2:12][C:13]([OH:18])([c:19]3[cH:20][cH:21][c:22]([F:25])[cH:23][cH:24]3)[CH2:14][CH:15]2[CH2:16][CH2:17]1. Product: OC1(c2ccc(F)cc2)CCC2CNCCC2C1. The reactants are CC(=O)N1C(C)(C)CC(O)CC1(C)C, CCCCCCCCCCCCC(Oc1ccc(O)c(C(C)(C)C)c1)C(=O)OCC, CCCC[Sn](=O)CCCC, Cc1ccccc1C. Product: CCCCCCCCCCCCC(Oc1ccc(O)c(C(C)(C)C)c1)C(=O)OC1CC(C)(C)N(C(C)=O)C(C)(C)C1. Reaction SMILES: [C:1]([CH3:2])(=[O:3])[N:4]1[C:5]([CH3:13])([CH3:14])[CH2:6][CH:7]([OH:12])[CH2:8][C:9]1([CH3:10])[CH3:11].[C:25]([CH3:26])([CH3:27])([CH3:28])[c:29]1[cH:30][c:31]([O:32][CH:33]([C:34](=[O:35])[O:36][CH2:37][CH3:38])[CH2:39][CH2:40][CH2:41][CH2:42][CH2:43][CH2:44][CH2:45][CH2:46][CH2:47][CH2:48][CH2:49][CH3:50])[cH:51][cH:52][c:53]1[OH:54].[CH2:15]([Sn:16](=[O:17])[CH2:18][CH2:19][CH2:20][CH3:21])[CH2:22][CH2:23][CH3:24].[c:55]1([CH3:56])[c:57]([CH3:58])[cH:59][cH:60][cH:61][cH:62]1>>[C:1]([CH3:2])(=[O:3])[N:4]1[C:5]([CH3:13])([CH3:14])[CH2:6][CH:7]([O:12][C:34]([CH:33]([O:32][c:31]2[cH:30][c:29]([C:25]([CH3:26])([CH3:27])[CH3:28])[c:53]([OH:54])[cH:52][cH:51]2)[CH2:39][CH2:40][CH2:41][CH2:42][CH2:43][CH2:44][CH2:45][CH2:46][CH2:47][CH2:48][CH2:49][CH3:50])=[O:35])[CH2:8][C:9]1([CH3:10])[CH3:11]. Run at time 8 hour. Procedure details: A solution of (S)-ethyl 2-(3,6-dimethyl-1-(trifluoromethyl-sulfonyloxy)naphthalen-2-yl)-2-hydroxyacetate (7.5 g, 18.5 mmol) in tBuOAc (100 mL) at room temperature was treated with perchloric acid (70%, 0.16 mL, 1.8 mmol) and allowed to stir at room temperature overnight. The reaction was slowly poured into ice-cold saturated NaHCO3 (150 mL). The aqueous layer was extracted with EtOAc and the combined organics washed with brine and dried over anhydrous MgSO4 and filtered. Following concentration ... The reactants are CC=1C(=C(C2=CC=C(C=C2C1)C)OS(=O)(=O)C(F)(F)F)[C@@H](C(=O)OCC)O ((S)-ethyl 2-(3,6-dimethyl-1-(trifluoromethyl-sulfonyloxy)naphthalen-2-yl)-2-hydroxyacetate), Cl(=O)(=O)(=O)O (perchloric acid), ice. Product: C(C)(C)(C)O[C@H](C(=O)OCC)C1=C(C2=CC=C(C=C2C=C1C)C)OS(=O)(=O)C(F)(F)F ((S)-ethyl 2-tert-butoxy-2-(3,6-dimethyl-1-(trifluoromethylsulfonyloxy)naphthalen-2-yl)acetate). As a reaction SMILES: [CH3:1][C:2]1[C:3]([C@H:21]([OH:27])[C:22]([O:24][CH2:25][CH3:26])=[O:23])=[C:4]([O:13][S:14]([C:17]([F:20])([F:19])[F:18])(=[O:16])=[O:15])[C:5]2[C:10]([CH:11]=1)=[CH:9][C:8]([CH3:12])=[CH:7][CH:6]=2.Cl(O)(=O)(=O)=O>C(OC(C)=O)(C)(C)C>[C:2]([O:27][C@@H:21]([C:3]1[C:2]([CH3:1])=[CH:11][C:10]2[C:5](=[CH:6][CH:7]=[C:8]([CH3:12])[CH:9]=2)[C:4]=1[O:13][S:14]([C:17]([F:19])([F:20])[F:18])(=[O:15])=[O:16])[C:22]([O:24][CH2:25][CH3:26])=[O:23])([CH3:3])([CH3:11])[CH3:1]. Solvent: C(C)(C)(C)OC(=O)C (tBuOAc). RXN SMILES: [Br-:1].[CH2:29]1[O:30][CH2:31][CH2:32][CH2:33]1.[CH3:2][Mg+:3].[CH3:4][O:5][N:6]([C:7](=[O:8])[c:9]1[n:10][n:11](-[c:18]2[cH:19][c:20]([C:24]([F:25])([F:26])[F:27])[cH:21][cH:22][cH:23]2)[c:12](=[O:17])[cH:13][c:14]1[O:15][CH3:16])[CH3:28]>>[CH3:2][C:7](=[O:8])[c:9]1[n:10][n:11](-[c:18]2[cH:19][c:20]([C:24]([F:25])([F:26])[F:27])[cH:21][cH:22][cH:23]2)[c:12](=[O:17])[cH:13][c:14]1[O:15][CH3:16]. Product: COc1cc(=O)n(-c2cccc(C(F)(F)F)c2)nc1C(C)=O. Starting materials: [Br-], C1CCOC1, C[Mg+], COc1cc(=O)n(-c2cccc(C(F)(F)F)c2)nc1C(=O)N(C)OC. Reactants: O=c1cc(C(F)(F)F)[nH]c(=S)[nH]1, O, O=C(O)CCl, S. Product: O=c1cc(C(F)(F)F)[nH]c(=O)[nH]1. RXN SMILES: [F:1][C:2]([c:3]1[cH:4][c:5](=[O:10])[nH:6][c:7](=[S:9])[nH:8]1)([F:11])[F:12].[OH2:19].[OH:13][C:14]([CH2:15][Cl:16])=[O:17].[S:18]>>[F:1][C:2]([c:3]1[cH:4][c:5](=[O:10])[nH:6][c:7](=[O:13])[nH:8]1)([F:11])[F:12].